This data is from the Open Reaction Database (ORD), a public repository of structured organic reaction records. The task is: describe an organic reaction: reactants, conditions, products, and yield The reactants are CC(=O)OC=O, CCCCCCS(=O)C(F)=CCO, O, c1ccncc1. Yields the product CCCCCCS(=O)C(F)=CCOC=O. As a reaction SMILES: [CH:20](=[O:21])[O:22][C:23](=[O:24])[CH3:25].[F:1][C:2](=[CH:3][CH2:4][OH:5])[S:6](=[O:7])[CH2:8][CH2:9][CH2:10][CH2:11][CH2:12][CH3:13].[OH2:26].[cH:14]1[cH:15][cH:16][n:17][cH:18][cH:19]1>>[F:1][C:2](=[CH:3][CH2:4][O:5][CH:20]=[O:21])[S:6](=[O:7])[CH2:8][CH2:9][CH2:10][CH2:11][CH2:12][CH3:13]. Solvent: CO (methanol), O (water), CO (methanol), CO (methanol). As a reaction SMILES: [Cl:1][CH:2]([Cl:5])[C:3]#[N:4].C[O-].[Na+].Cl.N[C@H:11]([C:14]([O:16][CH2:17]C)=[O:15])[CH2:12][OH:13].ClCCl>CO.O>[Cl:1][CH:2]([Cl:5])[C:3]1[O:13][CH2:12][CH:11]([C:14]([O:16][CH3:17])=[O:15])[N:4]=1 |f:1.2,3.4|. Starting materials: Cl.N[C@@H](CO)C(=O)OCC (ethyl serinate, hydrochloride salt), ClCCl (Dichloromethane), ClC(C#N)Cl (dichloroacetonitrile), C[O-].[Na+] (sodium methoxide). Product: ClC(C=1OCC(N1)C(=O)OC)Cl (methyl 2-(dichloromethyl)-4,5-dihydro-1,3-oxazole-4-carboxylate). Run at time 16 hour. Procedure details: A solution of dichloroacetonitrile (215 g, 1.96 mol) in methanol (200 mL) was added drop-wise to a −5° C. solution of sodium methoxide (15.4 g, 0.285 mol) in methanol (500 mL). A solution of ethyl serinate, hydrochloride salt (382 g, 2.45 mol) in methanol (300 mL) was then added to the −5° C. reaction mixture, which was subsequently allowed to stir at room temperature for 16 hours. Dichloromethane (1 L) and water (800 mL) were added, and the aqueous layer was extracted with dichloromethane (1 L)... The reactants are OC1=CC=C(C=C1)CCCCN1C=NC=C1 (1-[4-(4-hydroxyphenyl)butyl]imidazole), ClCC=1N=C(OC1)C=1SC=CC1C (4-chloromethyl-2-(3-methyl-2-thienyl)oxazole). Product: N1(C=NC=C1)CCCCC1=CC=C(OCC=2N=C(OC2)C=2SC=CC2C)C=C1 (4-[4-[4-(1-imidazolyl)butyl]phenoxymethyl]-2-(3-methyl-2-thienyl)oxazole). Yield: 87.0%. RXN SMILES: [OH:1][C:2]1[CH:7]=[CH:6][C:5]([CH2:8][CH2:9][CH2:10][CH2:11][N:12]2[CH:16]=[CH:15][N:14]=[CH:13]2)=[CH:4][CH:3]=1.Cl[CH2:18][C:19]1[N:20]=[C:21]([C:24]2[S:25][CH:26]=[CH:27][C:28]=2[CH3:29])[O:22][CH:23]=1>>[N:12]1([CH2:11][CH2:10][CH2:9][CH2:8][C:5]2[CH:6]=[CH:7][C:2]([O:1][CH2:18][C:19]3[N:20]=[C:21]([C:24]4[S:25][CH:26]=[CH:27][C:28]=4[CH3:29])[O:22][CH:23]=3)=[CH:3][CH:4]=2)[CH:16]=[CH:15][N:14]=[CH:13]1. Procedure details: In substantially the same manner as in Working Example 72, 1-[4-(4-hydroxyphenyl)butyl]imidazole was allowed to react with 4-chloromethyl-2-(3-methyl-2-thienyl)oxazole to give 4-[4-[4-(1-imidazolyl)butyl]phenoxymethyl]-2-(3-methyl-2-thienyl)oxazole. The yield was 87%. Recrystallization from ethyl acetate-hexane gave colorless prisms, mp 88-89° C. Starting materials: C(C)OC([C@H](CC1=CC=C(C=C1)OCCBr)OC)=O ((2S)-3-[4-(2-bromo-ethoxy)-phenyl]-2-methoxy-propionic acid ethyl ester), N1=CC=CC2=CC(=CC=C12)O (quinolin-6-ol), CO[C@H](C(=O)O)CC1=CC=C(C=C1)OCCCOC1=CC=CC=C1 ((2S)-2-methoxy-3-[4-(3-phenoxy-propoxy)-phenyl]-propionic acid). Yields the product CO[C@H](C(=O)O)CC1=CC=C(C=C1)OCCOC=1C=C2C=CC=NC2=CC1 ((2S)-2-Methoxy-3-{4-[2-(quinolin-6-yloxy)-ethoxy]-phenyl}-propionic acid). As a reaction SMILES: C([O:3][C:4](=[O:19])[C@@H:5]([O:17][CH3:18])[CH2:6][C:7]1[CH:12]=[CH:11][C:10]([O:13][CH2:14][CH2:15]Br)=[CH:9][CH:8]=1)C.[N:20]1[C:29]2[C:24](=[CH:25][C:26]([OH:30])=[CH:27][CH:28]=2)[CH:23]=[CH:22][CH:21]=1.CO[C@@H](CC1C=CC(OCCCOC2C=CC=CC=2)=CC=1)C(O)=O>>[CH3:18][O:17][C@@H:5]([CH2:6][C:7]1[CH:8]=[CH:9][C:10]([O:13][CH2:14][CH2:15][O:30][C:26]2[CH:25]=[C:24]3[C:29](=[CH:28][CH:27]=2)[N:20]=[CH:21][CH:22]=[CH:23]3)=[CH:11][CH:12]=1)[C:4]([OH:3])=[O:19]. Procedure details: The title compound was prepared from (2S)-3-[4-(2-bromo-ethoxy)-phenyl]-2-methoxy-propionic acid ethyl ester (Example 283, Step 2) and quinolin-6-ol via the same procedure used for the preparation of (2S)-2-methoxy-3-[4-(3-phenoxy-propoxy)-phenyl]-propionic acid (Example 285, Step 1), to produce a white solid. MS (ES) for C21H21NO5 [M+H]+: 368.3. The reactants are [Si](C1=CC=CC=C1)(C1=CC=CC=C1)(C(C)(C)C)OCC=1C(=C(C2=C(C(=NO2)C(=O)OCC)C1)F)N1C[C@H](O[C@H](C1)C)C (Ethyl 5-((tert-butyldiphenylsilyloxy)methyl)-6-((2R,6S)-2,6-dimethylmorpholino)-7-fluorobenzo[d]isoxazole-3-carboxylate), [Si](C1=CC=CC=C1)(C1=CC=CC=C1)(C(C)(C)C)OCC=1C(=C(C2=C(C(=NO2)C(=O)OCC)C1)F)N1C[C@H](O[C@H](C1)C)C (Ethyl 5-((tert-butyldiphenylsilyloxy)methyl)-6-((2R,6S)-2,6-dimethylmorpholino)-7-fluorobenzo[d]isoxazole-3-carboxylate), CC(C)N (propan-2-amine). The product is [Si](C1=CC=CC=C1)(C1=CC=CC=C1)(C(C)(C)C)OCC=1C(=C(C2=C(C(=NO2)C(=O)NC(C)C)C1)F)N1C[C@H](O[C@H](C1)C)C (5-((tert-butyldiphenylsilyloxy)methyl)-6-((2R,6S)-2,6-dimethylmorpholino)-7-fluoro-N-isopropylbenzo[d]isoxazole-3-carboxamide). Reaction SMILES: [Si:1]([O:18][CH2:19][C:20]1[C:21]([N:35]2[CH2:40][C@H:39]([CH3:41])[O:38][C@H:37]([CH3:42])[CH2:36]2)=[C:22]([F:34])[C:23]2[O:27][N:26]=[C:25]([C:28]([O:30]CC)=O)[C:24]=2[CH:33]=1)([C:14]([CH3:17])([CH3:16])[CH3:15])([C:8]1[CH:13]=[CH:12][CH:11]=[CH:10][CH:9]=1)[C:2]1[CH:7]=[CH:6][CH:5]=[CH:4][CH:3]=1.[CH3:43][CH:44]([NH2:46])[CH3:45]>>[Si:1]([O:18][CH2:19][C:20]1[C:21]([N:35]2[CH2:40][C@H:39]([CH3:41])[O:38][C@H:37]([CH3:42])[CH2:36]2)=[C:22]([F:34])[C:23]2[O:27][N:26]=[C:25]([C:28]([NH:46][CH:44]([CH3:45])[CH3:43])=[O:30])[C:24]=2[CH:33]=1)([C:14]([CH3:17])([CH3:15])[CH3:16])([C:8]1[CH:9]=[CH:10][CH:11]=[CH:12][CH:13]=1)[C:2]1[CH:3]=[CH:4][CH:5]=[CH:6][CH:7]=1. Procedure details: Starting materials: Ethyl 5-((tert-butyldiphenylsilyloxy)methyl)-6-((2R,6S)-2,6-dimethylmorpholino)-7-fluorobenzo[d]isoxazole-3-carboxylate (Intermediate 204) and propan-2-amine Reactants: NC1=C(C(=O)OC)C=CC(=C1)C(N(CC)CC)=O (methyl 2-amino-4-(diethylcarbamoyl)benzoate), CN (methylamine). Conditions: temperature 90 celsius, time 24 hour. Yields the product NC1=C(C(=O)NC)C=CC(=C1)C(=O)N(CC)CC (2-Amino-N4,N4-diethyl-N1-methylterephthalamide). The yield is 69.8%. RXN SMILES: [NH2:1][C:2]1[CH:11]=[C:10]([C:12](=[O:18])[N:13]([CH2:16][CH3:17])[CH2:14][CH3:15])[CH:9]=[CH:8][C:3]=1[C:4]([O:6]C)=O.[CH3:19][NH2:20]>>[NH2:1][C:2]1[CH:11]=[C:10]([C:12]([N:13]([CH2:16][CH3:17])[CH2:14][CH3:15])=[O:18])[CH:9]=[CH:8][C:3]=1[C:4]([NH:20][CH3:19])=[O:6]. Procedure details: In an autoclave a mixture of methyl 2-amino-4-(diethylcarbamoyl)benzoate (490 mg, 1.96 mmol) and methylamine solution (33% in ethanol; 25 ml, 200 mmol) was stirred for 24 hrs at 90° C. The reaction mixture was concentrated. The crude product was purified by silica gel chromatography using EtOAc as eluent, providing the title compound as white solid (341 mg, 70%). Reactants: C(C)OC=1C=C(C=O)C=CC1OCCCCCCCCCCCO (3-ethoxy-4-[(11-hydroxyundecyl)oxy]benzaldehyde), O1COC2=C1C=CC(=C2)CC#N (1,3-benzodioxol-5-ylacetonitrile). Yields the product O1COC2=C1C=CC(=C2)/C(/C#N)=C/C2=CC(=C(C=C2)OCCCCCCCCCCCO)OCC ((2Z)-2-(1,3-benzodioxol-5-yl)-3-{3-ethoxy-4-[(11-hydroxyundecyl)oxy]phenyl}prop-2-enenitrile). The yield is 96.0%. RXN SMILES: [CH2:1]([O:3][C:4]1[CH:5]=[C:6]([CH:9]=[CH:10][C:11]=1[O:12][CH2:13][CH2:14][CH2:15][CH2:16][CH2:17][CH2:18][CH2:19][CH2:20][CH2:21][CH2:22][CH2:23][OH:24])[CH:7]=O)[CH3:2].[O:25]1[C:29]2[CH:30]=[CH:31][C:32]([CH2:34][C:35]#[N:36])=[CH:33][C:28]=2[O:27][CH2:26]1>>[O:25]1[C:29]2[CH:30]=[CH:31][C:32](/[C:34](=[CH:7]/[C:6]3[CH:9]=[CH:10][C:11]([O:12][CH2:13][CH2:14][CH2:15][CH2:16][CH2:17][CH2:18][CH2:19][CH2:20][CH2:21][CH2:22][CH2:23][OH:24])=[C:4]([O:3][CH2:1][CH3:2])[CH:5]=3)/[C:35]#[N:36])=[CH:33][C:28]=2[O:27][CH2:26]1. Reported procedure: (2Z)-2-(1,3-benzodioxol-5-yl)-3-{3-ethoxy-4-[(11-hydroxyundecyl)oxy]phenyl}prop-2-enenitrile is prepared from 3-ethoxy-4-[(11-hydroxyundecyl)oxy]benzaldehyde and 1,3-benzodioxol-5-ylacetonitrile according the same procedure following for example 10 in 96% yield. This material proves chromatographically homogenous and displays spectral characteristics consistent with its assigned structure. Reactants: CCO, CCOC(=O)Cl, ClCCl, Cl, COC(=O)CCN(C(=O)c1ccc2c(c1)nc(CNc1ccc(C(=N)N)cc1)n2C)c1ccccc1. The product is CCOC(=O)NC(=N)c1ccc(NCc2nc3cc(C(=O)N(CCC(=O)OC)c4ccccc4)ccc3n2C)cc1. RXN SMILES: [CH2:44]([OH:45])[CH3:46].[Cl:38][C:39](=[O:40])[O:41][CH2:42][CH3:43].[Cl:47][CH2:48][Cl:49].[ClH:1].[c:2]1([N:8]([C:9](=[O:10])[c:11]2[cH:12][c:13]3[c:14]([n:15]([CH3:29])[c:16]([CH2:18][NH:19][c:20]4[cH:21][cH:22][c:23]([C:26]([NH2:27])=[NH:28])[cH:24][cH:25]4)[n:17]3)[cH:30][cH:31]2)[CH2:32][CH2:33][C:34](=[O:35])[O:36][CH3:37])[cH:3][cH:4][cH:5][cH:6][cH:7]1>>[c:2]1([N:8]([C:9](=[O:10])[c:11]2[cH:12][c:13]3[c:14]([n:15]([CH3:29])[c:16]([CH2:18][NH:19][c:20]4[cH:21][cH:22][c:23]([C:26](=[NH:27])[NH:28][C:39](=[O:40])[O:41][CH2:42][CH3:43])[cH:24][cH:25]4)[n:17]3)[cH:30][cH:31]2)[CH2:32][CH2:33][C:34](=[O:35])[O:36][CH3:37])[cH:3][cH:4][cH:5][cH:6][cH:7]1.